This data is from the Open Reaction Database (ORD), a public repository of structured organic reaction records. The task is: describe an organic reaction: reactants, conditions, products, and yield Reactants: CCOC(=O)CBr, O=C([O-])[O-], Cc1ccc(S(=O)(=O)N(CC(=O)NCc2ccc(O)cc2)c2cccc(Cl)c2C)cc1, [K+], [K+], CN(C)C=O, O. Product: CCOC(=O)COc1ccc(CNC(=O)CN(c2cccc(Cl)c2C)S(=O)(=O)c2ccc(C)cc2)cc1. RXN SMILES: [Br:38][CH2:39][C:40](=[O:41])[O:42][CH2:43][CH3:44].[C:32](=[O:33])([O-:34])[O-:35].[Cl:1][c:2]1[c:3]([CH3:31])[c:4]([N:8]([CH2:9][C:10](=[O:11])[NH:12][CH2:13][c:14]2[cH:15][cH:16][c:17]([OH:20])[cH:18][cH:19]2)[S:21](=[O:22])(=[O:23])[c:24]2[cH:25][cH:26][c:27]([CH3:30])[cH:28][cH:29]2)[cH:5][cH:6][cH:7]1.[K+:36].[K+:37].[O:46]=[CH:47][N:48]([CH3:49])[CH3:50].[OH2:45]>>[Cl:1][c:2]1[c:3]([CH3:31])[c:4]([N:8]([CH2:9][C:10](=[O:11])[NH:12][CH2:13][c:14]2[cH:15][cH:16][c:17]([O:20][CH2:39][C:40](=[O:41])[O:42][CH2:43][CH3:44])[cH:18][cH:19]2)[S:21](=[O:22])(=[O:23])[c:24]2[cH:25][cH:26][c:27]([CH3:30])[cH:28][cH:29]2)[cH:5][cH:6][cH:7]1. Starting materials: C(C1=CC=CC=C1)N1C=NC=C1C(C)=O (1-(3-benzyl-3H-imidazol-4-yl)-ethanone), Grignard reagent, O1CCCC1 (tetrahyrofuran), [Mg] (magnesium), Cl (hydrochloric acid), O1CCCC1 (tetrahydrofuran), O1CCCC1 (tetrahydrofuran). Yields the product C(C1=CC=CC=C1)N1C=NC=C1C(C)(CCC1=CC=CC=C1)O (2-(3-Benzyl-3H-imidazol-4-yl)-4-phenylbutan-2-ol). As a reaction SMILES: [Mg].[CH2:2]([N:9]1[C:13]([C:14](=[O:16])[CH3:15])=[CH:12][N:11]=[CH:10]1)[C:3]1[CH:8]=[CH:7][CH:6]=[CH:5][CH:4]=1.Cl.O1[CH2:22][CH2:21][CH2:20][CH2:19]1>>[CH2:2]([N:9]1[C:13]([C:14]([OH:16])([CH2:19][CH2:20][C:21]2[CH:22]=[CH:5][CH:4]=[CH:3][CH:2]=2)[CH3:15])=[CH:12][N:11]=[CH:10]1)[C:3]1[CH:4]=[CH:5][CH:6]=[CH:7][CH:8]=1. Procedure details: 1.0 g of magnesium turnings are covered with 5 ml of dry tetrahydrofuran. To the mixture is added 7.8 g of (2-bromoethyl)benzehe in 30 ml of dry tetrahydrofuran at such a rate that a smooth reaction is maintained. The mixture is then heated under reflux for one hour. After being cooled to room temperature, 3.0 g of 1-(3-benzyl-3H-imidazol-4-yl)-ethanone in 20 ml of tetrahyrofuran is added dropwise to the Grignard reagent and the reaction mixture is refluxed for one hour. The cooled reaction mixt...